Dataset: the Open Reaction Database (ORD), a public repository of structured organic reaction records. Task: describe an organic reaction: reactants, conditions, products, and yield Product: O=C(CCCCCCCN1c2cccc3cccc(c23)S1(=O)=O)NO. Starting materials: O=C(CCCCCCCN1c2cccc3cccc(c23)S1(=O)=O)NOCc1ccccc1, CO, [Pd]. RXN SMILES: [CH2:1]([c:2]1[cH:3][cH:4][cH:5][cH:6][cH:7]1)[O:8][NH:9][C:10]([CH2:11][CH2:12][CH2:13][CH2:14][CH2:15][CH2:16][CH2:17][N:18]1[S:19](=[O:30])(=[O:31])[c:20]2[c:21]3[c:22]1[cH:23][cH:24][cH:25][c:26]3[cH:27][cH:28][cH:29]2)=[O:32].[CH3:33][OH:34].[Pd:35]>>[OH:8][NH:9][C:10]([CH2:11][CH2:12][CH2:13][CH2:14][CH2:15][CH2:16][CH2:17][N:18]1[S:19](=[O:30])(=[O:31])[c:20]2[c:21]3[c:22]1[cH:23][cH:24][cH:25][c:26]3[cH:27][cH:28][cH:29]2)=[O:32]. The reactants are BrC=1C(=NC=C(C(=O)NC2=CC=C(C=C2)OC(F)(F)F)C1)Cl (5-bromo-6-chloro-N-(4-(trifluoromethoxy)phenyl)nicotinamide), Cl.OC[C@H]1[C@@H](CNC1)O (trans-4-(hydroxymethyl)pyrrolidin-3-ol hydrochloride). Yields the product BrC=1C(=NC=C(C(=O)NC2=CC=C(C=C2)OC(F)(F)F)C1)N1C[C@@H]([C@H](C1)CO)O (5-Bromo-6-((3R,4R)-3-hydroxy-4-(hydroxymethyl)pyrrolidin-1-yl)-N-(4-(trifluoromethoxy)phenyl)nicotinamide). Reaction SMILES: [Br:1][C:2]1[C:3](Cl)=[N:4][CH:5]=[C:6]([CH:21]=1)[C:7]([NH:9][C:10]1[CH:15]=[CH:14][C:13]([O:16][C:17]([F:20])([F:19])[F:18])=[CH:12][CH:11]=1)=[O:8].Cl.[OH:24][CH2:25][C@@H:26]1[CH2:30][NH:29][CH2:28][C@H:27]1[OH:31]>>[Br:1][C:2]1[C:3]([N:29]2[CH2:30][C@H:26]([CH2:25][OH:24])[C@@H:27]([OH:31])[CH2:28]2)=[N:4][CH:5]=[C:6]([CH:21]=1)[C:7]([NH:9][C:10]1[CH:15]=[CH:14][C:13]([O:16][C:17]([F:20])([F:19])[F:18])=[CH:12][CH:11]=1)=[O:8] |f:1.2|. Reported procedure: The title compound was prepared in an analogous fashion to that described in Stage 6.1 using 5-bromo-6-chloro-N-(4-(trifluoromethoxy)phenyl)nicotinamide (Stage 6.2) and trans-4-(hydroxymethyl)pyrrolidin-3-ol hydrochloride to afford an off-white solid. UPLC-MS (Condition 3) tR=0.98 min, m/z=476.2/478.2 [M+H]+, m/z=474.0/476.0 [M−H]−; 1H-NMR (400 MHz, DMSO-d6) δ ppm 2.11-2.23 (m, 1H) 3.25-3.34 (m, 2H) 3.39-3.49 (m, 1H) 3.50-3.62 (m, 2H) 3.83-3.96 (m, 2H) 4.04-4.12 (m, 1H) 4.70 (t, J=5.27 Hz, 1H) 5... Reactants: CC12CCC(=O)NC1=CCC1C2CCC2(C)C(C(=O)O)CCC12, NC(c1ccccc1)c1ccccc1. Product: CC12CCC(=O)NC1=CCC1C2CCC2(C)C(C(=O)NC(c3ccccc3)c3ccccc3)CCC12. Reaction SMILES: [O:1]=[C:2]1[NH:3][C:4]2=[CH:5][CH2:6][CH:7]3[CH:8]4[CH2:9][CH2:10][CH:11]([C:21](=[O:22])[OH:23])[C:12]4([CH3:13])[CH2:14][CH2:15][CH:16]3[C:17]2([CH3:20])[CH2:18][CH2:19]1.[c:24]1([CH:30]([c:31]2[cH:32][cH:33][cH:34][cH:35][cH:36]2)[NH2:37])[cH:25][cH:26][cH:27][cH:28][cH:29]1>>[O:1]=[C:2]1[NH:3][C:4]2=[CH:5][CH2:6][CH:7]3[CH:8]4[CH2:9][CH2:10][CH:11]([C:21](=[O:22])[NH:37][CH:30]([c:24]5[cH:25][cH:26][cH:27][cH:28][cH:29]5)[c:31]5[cH:32][cH:33][cH:34][cH:35][cH:36]5)[C:12]4([CH3:13])[CH2:14][CH2:15][CH:16]3[C:17]2([CH3:20])[CH2:18][CH2:19]1. The reactants are O=C([O-])O, CO, ClC(Cl)Cl, [Na+], Cc1ccc(-n2nc3c(cc2=O)CCCc2sc(CO)cc2-3)cc1, O=S(=O)(O)O. The product is COCc1cc2c(s1)CCCc1cc(=O)n(-c3ccc(C)cc3)nc1-2. As a reaction SMILES: [C:30](=[O:31])([O-:32])[OH:33].[CH3:39][OH:40].[CH:35]([Cl:36])([Cl:37])[Cl:38].[Na+:34].[OH:1][CH2:2][c:3]1[cH:4][c:5]2[c:6]([s:24]1)[CH2:7][CH2:8][CH2:9][c:10]1[c:11]-2[n:12][n:13](-[c:17]2[cH:18][cH:19][c:20]([CH3:23])[cH:21][cH:22]2)[c:14](=[O:16])[cH:15]1.[S:25](=[O:26])(=[O:27])([OH:28])[OH:29]>>[O:1]([CH2:2][c:3]1[cH:4][c:5]2[c:6]([s:24]1)[CH2:7][CH2:8][CH2:9][c:10]1[c:11]-2[n:12][n:13](-[c:17]2[cH:18][cH:19][c:20]([CH3:23])[cH:21][cH:22]2)[c:14](=[O:16])[cH:15]1)[CH3:30].